This data is from the Open Reaction Database (ORD), a public repository of structured organic reaction records. The task is: describe an organic reaction: reactants, conditions, products, and yield Starting materials: C[N+]1([O-])CCOCC1, CC(C)=O, N#Cc1ccc(C(=O)Nc2ccc(N3CCSCC3)cc2N2CCCCC2)o1, O, O. The product is N#Cc1ccc(C(=O)Nc2ccc(N3CCS(=O)(=O)CC3)cc2N2CCCCC2)o1. RXN SMILES: [CH3:29][N+:30]1([O-:31])[CH2:32][CH2:34][O:33][CH2:35][CH2:36]1.[CH3:39][C:40]([CH3:41])=[O:42].[N:1]1([c:7]2[c:8]([NH:19][C:20](=[O:21])[c:22]3[o:23][c:24]([C:27]#[N:28])[cH:25][cH:26]3)[cH:9][cH:10][c:11]([N:13]3[CH2:14][CH2:15][S:16][CH2:17][CH2:18]3)[cH:12]2)[CH2:2][CH2:3][CH2:4][CH2:5][CH2:6]1.[OH2:37].[OH2:38]>>[N:1]1([c:7]2[c:8]([NH:19][C:20](=[O:21])[c:22]3[o:23][c:24]([C:27]#[N:28])[cH:25][cH:26]3)[cH:9][cH:10][c:11]([N:13]3[CH2:14][CH2:15][S:16](=[O:33])(=[O:37])[CH2:17][CH2:18]3)[cH:12]2)[CH2:2][CH2:3][CH2:4][CH2:5][CH2:6]1.